Dataset: the Open Reaction Database (ORD), a public repository of structured organic reaction records. Task: describe an organic reaction: reactants, conditions, products, and yield Reactants: ClC(C(=O)NC1=CC=CC=C1)C(=O)C (α-chloroacetoacetanilide), [N+](=[N-])=C (diazomethane). Run in C(Cl)Cl (methylene chloride), C(Cl)Cl (methylene chloride). Reaction conditions: temperature 0 celsius, time 16 hour. Yields the product Cl/C(/C(=O)NC1=CC=CC=C1)=C(\C)/OC (2-chloro-3-methoxy-crotonanilide). As a reaction SMILES: [Cl:1][CH:2]([C:12]([CH3:14])=[O:13])[C:3]([NH:5][C:6]1[CH:11]=[CH:10][CH:9]=[CH:8][CH:7]=1)=[O:4].[N+](=[CH2:17])=[N-]>C(Cl)Cl>[Cl:1]/[C:2](=[C:12](/[O:13][CH3:17])\[CH3:14])/[C:3]([NH:5][C:6]1[CH:7]=[CH:8][CH:9]=[CH:10][CH:11]=1)=[O:4]. Procedure: 52.9 g of α-chloroacetoacetanilide in 500 ml of methylene chloride was held at 0° C for 4 hours and then 725 ml of methylene chloride solution titrating 17.4 g/l of diazomethane were added. The mixture was stirred for 16 hours at 0° C and then 1 hour at 20° C and was concentrated to dryness under reduced pressure. The residue was added to isopropyl ether and the precipitate formed was recovered by vacuum filtration and was crystallized from isopropyl ether to obtain 12 g of 2-chloro-3-methoxy-cr... The reactants are CC1=NN=C(O1)N1CCC(CC1)=O (1-(5-methyl-[1,3,4]oxadiazol-2-yl)-piperidin-4-one), Cl.C(C1=CC=CC=C1)ON (O-benzylhydroxylamine hydrochloride), C(C)(=O)[O-].[NH4+] (ammonium acetate). The solvent is CO (MeOH). Product: C(C1=CC=CC=C1)ON=C1CCN(CC1)C=1OC(=NN1)C (1-(5-Methyl-[1,3,4]oxadiazol-2-yl)-piperidin-4-one O-benzyl-oxime). Isolated yield 96.6%. RXN SMILES: [CH3:1][C:2]1[O:6][C:5]([N:7]2[CH2:12][CH2:11][C:10](=O)[CH2:9][CH2:8]2)=[N:4][N:3]=1.Cl.[CH2:15]([O:22][NH2:23])[C:16]1[CH:21]=[CH:20][CH:19]=[CH:18][CH:17]=1.C([O-])(=O)C.[NH4+]>CO>[CH2:15]([O:22][N:23]=[C:10]1[CH2:11][CH2:12][N:7]([C:5]2[O:6][C:2]([CH3:1])=[N:3][N:4]=2)[CH2:8][CH2:9]1)[C:16]1[CH:21]=[CH:20][CH:19]=[CH:18][CH:17]=1 |f:1.2,3.4|. Procedure details: A solution of 1-(5-methyl-[1,3,4]oxadiazol-2-yl)-piperidin-4-one (1.52 g, 8.39 mmol), O-benzylhydroxylamine hydrochloride (1.50 g, 9.23 mmol) and ammonium acetate (1.62 g, 21.0 mmol) in MeOH (34.5 mL) was heated to reflux for 2 hours under nitrogen. The solvent was removed under reduced pressure and the residue was purified by column chromatography on silica gel using a gradient from AcOEt to AcOEt/EtOH 9:1 (v/v) as eluent to yield the title compound as a light yellow viscous oil (2.32 g, 96%). Product: Nc1ccc(CC(=O)O)cc1Br. RXN SMILES: [C:1](=[O:2])([CH3:3])[NH:4][c:5]1[c:6]([Br:15])[cH:7][c:8]([CH2:11][C:12](=[O:13])[OH:14])[cH:9][cH:10]1.[CH3:18][C:19](=[O:20])[OH:21].[ClH:22].[Na+:17].[OH-:16]>>[NH2:4][c:5]1[c:6]([Br:15])[cH:7][c:8]([CH2:11][C:12](=[O:13])[OH:14])[cH:9][cH:10]1. The reactants are CC(=O)Nc1ccc(CC(=O)O)cc1Br, CC(=O)O, Cl, [Na+], [OH-]. Starting materials: CC(C)(C)OCC1CCC(CO)N(S(C)(=O)=O)C1, O=C([O-])O, C1CCCCC1, N=C(OCc1ccccc1)C(Cl)(Cl)Cl, ClCCl, [Na+], O=S(=O)(O)C(F)(F)F. Yields the product CC(C)(C)OCC1CCC(COCc2ccccc2)N(S(C)(=O)=O)C1. As a reaction SMILES: [C:1]([CH3:2])([CH3:3])([CH3:4])[O:5][CH2:6][CH:7]1[CH2:8][CH2:9][CH:10]([CH2:17][OH:18])[N:11]([S:13](=[O:14])(=[O:15])[CH3:16])[CH2:12]1.[C:41](=[O:42])([OH:43])[O-:44].[CH2:49]1[CH2:50][CH2:51][CH2:52][CH2:53][CH2:54]1.[Cl:19][C:20]([Cl:21])([Cl:22])[C:30](=[NH:31])[O:32][CH2:23][c:24]1[cH:25][cH:26][cH:27][cH:28][cH:29]1.[Cl:46][CH2:47][Cl:48].[Na+:45].[OH:33][S:34]([C:35]([F:36])([F:37])[F:38])(=[O:39])=[O:40]>>[C:1]([CH3:2])([CH3:3])([CH3:4])[O:5][CH2:6][CH:7]1[CH2:8][CH2:9][CH:10]([CH2:17][O:18][CH2:23][c:24]2[cH:25][cH:26][cH:27][cH:28][cH:29]2)[N:11]([S:13](=[O:14])(=[O:15])[CH3:16])[CH2:12]1. RXN SMILES: [C:29].[CH2:1]([O:2][C:3](=[O:4])[N:11]1[CH:12]([C:13](=[O:14])[N:15]2[CH2:16][CH2:17][O:18][CH2:19][CH2:20]2)[CH2:21][CH2:22][CH2:23]1)[c:5]1[cH:6][cH:7][cH:8][cH:9][cH:10]1.[CH3:26][CH2:27][OH:28].[H:24][H:25].[Pd:30]>>[NH:11]1[CH:12]([C:13](=[O:14])[N:15]2[CH2:16][CH2:17][O:18][CH2:19][CH2:20]2)[CH2:21][CH2:22][CH2:23]1. Reactants: C, O=C(C1CCCN1C(=O)OCc1ccccc1)N1CCOCC1, CCO, [H][H], [Pd]. The product is O=C(C1CCCN1)N1CCOCC1. The reactants are OC=C1C(NC2=CC(=CC=C12)C(=O)C1=CC=C(C=C1)NC(=O)C=1N(N=C(C1)C)C(C)(C)C)=O (2-tert-Butyl-5-methyl-2H-pyrazole-3-carboxylic acid [4-(3-hydroxymethylene-2-oxo-2,3-dihydro-1H-indole-6-carbonyl)-phenyl]-amide), C1CCOC1 (THF), NC=1C=CC(=C(C1)O)OC (5-amino-2-methoxyphenol). Solvent: Hexanes. Conditions: temperature 65 celsius, time 24 hour. Yields the product OC=1C=C(C=CC1C)NC=C1C(NC2=CC(=CC=C12)C(=O)C1=CC=C(C=C1)NC(=O)C=1N(N=C(C1)C)C(C)(C)C)=O (2-tert-Butyl-5-methyl-2H-pyrazole-3-carboxylic acid (4-{3-[(3-hydroxy-4-methyl-phenylamino)-methylene]-2-oxo-2,3-dihydro-1H-indole-6-carbonyl}-phenyl)-amide). Yield: 32.0%. As a reaction SMILES: O[CH:2]=[C:3]1[C:11]2[C:6](=[CH:7][C:8]([C:12]([C:14]3[CH:19]=[CH:18][C:17]([NH:20][C:21]([C:23]4[N:24]([C:29]([CH3:32])([CH3:31])[CH3:30])[N:25]=[C:26]([CH3:28])[CH:27]=4)=[O:22])=[CH:16][CH:15]=3)=[O:13])=[CH:9][CH:10]=2)[NH:5][C:4]1=[O:33].[NH2:34][C:35]1[CH:36]=[CH:37][C:38](OC)=[C:39]([OH:41])[CH:40]=1.[CH2:44]1COCC1>>[OH:41][C:39]1[CH:40]=[C:35]([NH:34][CH:2]=[C:3]2[C:11]3[C:6](=[CH:7][C:8]([C:12]([C:14]4[CH:19]=[CH:18][C:17]([NH:20][C:21]([C:23]5[N:24]([C:29]([CH3:32])([CH3:31])[CH3:30])[N:25]=[C:26]([CH3:28])[CH:27]=5)=[O:22])=[CH:16][CH:15]=4)=[O:13])=[CH:9][CH:10]=3)[NH:5][C:4]2=[O:33])[CH:36]=[CH:37][C:38]=1[CH3:44]. Procedure details: A small screw cap test tube was charged with 2-tert-Butyl-5-methyl-2H-pyrazole-3-carboxylic acid [4-(3-hydroxymethylene-2-oxo-2,3-dihydro-1H-indole-6-carbonyl)-phenyl]-amide (as prepared in Example 65, 100 mg, 0.225 mmol) and THF (2 mL). To the resulting solution was added 5-amino-2-methoxyphenol (34 mg, 0.25 mmol), and the mixture was stirred for 24 h at 65° C. Subsequently, the reaction mixture was cooled to room temperature. Hexanes were added to the reaction mixture. The solid precipitate th... Reactants: C1(=CC=CC=C1)N1C(=NC2=C1CCCC2)SC (1-phenyl-2-methylthio-4,5,6,7-tetrahydro-1H-benzimidazole), OOS(=O)[O-].[K+] (oxone), C(Cl)(Cl)Cl (chloroform), C(Cl)(Cl)Cl (chloroform). Reaction conditions: temperature 0 celsius. Yields the product C1(=CC=CC=C1)N1C(=NC2=C1CCCC2)S(=O)(=O)C (1-phenyl-2-methylsulphonyl-4,5,6,7-tetrahydro-1H-benzimidazole). Isolated yield 62.0%. As a reaction SMILES: O[O:2][S:3]([O-:5])=O.[K+].[C:7]1([N:13]2[C:17]3[CH2:18][CH2:19][CH2:20][CH2:21][C:16]=3[N:15]=[C:14]2SC)[CH:12]=[CH:11][CH:10]=[CH:9][CH:8]=1.[CH:24](Cl)(Cl)Cl>>[C:7]1([N:13]2[C:17]3[CH2:18][CH2:19][CH2:20][CH2:21][C:16]=3[N:15]=[C:14]2[S:3]([CH3:24])(=[O:5])=[O:2])[CH:8]=[CH:9][CH:10]=[CH:11][CH:12]=1 |f:0.1|. Reported procedure: 3.8 g of previously moistened alumina, 7.07 g (11.5 mmol) of oxone and 10 ml of chloroform are vigorously stirred. A solution of 0.9 g (3.7 mmol) of 1-phenyl-2-methylthio-4,5,6,7-tetrahydro-1H-benzimidazole, solubilized in 10 ml of chloroform, is added to this medium and then the stirring is continued while heating under reflux for 2 hours. The mixture is cooled to 0° C. and then filtered, the solid is rinsed with 10 ml of chloroform and 10 ml of a 9/1 THF/CH3OH mixture. The filtrate is concentr...